This data is from the Open Reaction Database (ORD), a public repository of structured organic reaction records. The task is: describe an organic reaction: reactants, conditions, products, and yield Reaction conditions: time 1 hour. Reagents/catalysts: [Cu]I (copper (I) iodide). Isolated yield 79.9%. RXN SMILES: Br[C:2]1[CH:7]=[N:6][CH:5]=[CH:4][N:3]=1.[Br:8][CH2:9][CH2:10][CH2:11][CH2:12][CH2:13][CH2:14][O:15][CH2:16][CH2:17][CH2:18][CH2:19][C:20]#[CH:21].CCOCC>C(#N)C.[Cu]I>[Br:8][CH2:9][CH2:10][CH2:11][CH2:12][CH2:13][CH2:14][O:15][CH2:16][CH2:17][CH2:18][CH2:19][C:20]#[C:21][C:2]1[CH:7]=[N:6][CH:5]=[CH:4][N:3]=1. The reactants are BrC1=NC=CN=C1 (bromopyrazine), BrCCCCCCOCCCCC#C (6-[(6-bromohexyl)oxy]-1-hexyne), CCOCC (Ether). Procedure details: A mixture of bromopyrazine (1.64 g), 6-[(6-bromohexyl)oxy]-1-hexyne (2.69 g) N,N-dicyclohexylamine (1.88 g), BTPC (130 mg) and copper (I) iodide (13 mg) in acetonitrile (30 ml) was stirred at 22° under nitrogen for 1 h. Ether (150 ml) was added, the mixture filtered and evaporated in vacuo to an oil which was purified by FCC eluting with hexane-ether (3:2→1:1) followed by ether to give the title compound as a dark yellow oil (2.79 g), t.l.c. (ether) Rf 0.5. Solvent: C(C)#N (acetonitrile). The product is BrCCCCCCOCCCCC#CC1=NC=CN=C1 ([6-[(6-Bromohexyl)oxy]-1-hexynyl]pyrazine). Reactants: C=C(C)C(=O)OCCN(C)C, CC(C)=O, O=C(c1ccccc1)c1ccc(CCl)cc1. The product is C=C(C)C(=O)OCC[N+](C)(C)Cc1ccc(C(=O)c2ccccc2)cc1, [Cl-]. As a reaction SMILES: [C:1]([C:2](=[CH2:3])[CH3:4])(=[O:5])[O:6][CH2:7][CH2:8][N:9]([CH3:10])[CH3:11].[CH3:28][C:29](=[O:30])[CH3:31].[Cl:12][CH2:13][c:14]1[cH:15][cH:16][c:17]([C:18](=[O:19])[c:20]2[cH:21][cH:22][cH:23][cH:24][cH:25]2)[cH:26][cH:27]1>>[C:1]([C:2](=[CH2:3])[CH3:4])(=[O:5])[O:6][CH2:7][CH2:8][N+:9]([CH3:10])([CH3:11])[CH2:13][c:14]1[cH:15][cH:16][c:17]([C:18](=[O:19])[c:20]2[cH:21][cH:22][cH:23][cH:24][cH:25]2)[cH:26][cH:27]1.[Cl-:12]. Starting materials: C1CCOC1, Cl, [Na+], [OH-], O=C1OC(CS)CC1CS. Yields the product O=C(O)C1CSC(CS)C1. RXN SMILES: [CH2:12]1[O:13][CH2:14][CH2:15][CH2:16]1.[ClH:11].[Na+:18].[OH-:17].[SH:1][CH2:2][CH:3]1[C:4](=[O:5])[O:6][CH:7]([CH2:9][SH:10])[CH2:8]1>>[S:1]1[CH2:2][CH:3]([C:4](=[O:5])[OH:6])[CH2:8][CH:7]1[CH2:9][SH:10].